Dataset: the Open Reaction Database (ORD), a public repository of structured organic reaction records. Task: describe an organic reaction: reactants, conditions, products, and yield Solvent: O1CCCC1 (tetrahydrofurane), O1CCCC1 (tetrahydrofurane). Reaction SMILES: [Cl:1][C:2]1([Cl:7])[CH2:4][CH:3]1[CH2:5][OH:6].[H-].[Na+].CS[C:12]1[N:13]([CH2:22][CH2:23][CH3:24])[C:14](=[O:21])[C:15]2[CH:20]=[CH:19][S:18][C:16]=2[N:17]=1>O1CCCC1>[Cl:1][C:2]1([Cl:7])[CH2:4][CH:3]1[CH2:5][O:6][C:12]1[N:13]([CH2:22][CH2:23][CH3:24])[C:14](=[O:21])[C:15]2[CH:20]=[CH:19][S:18][C:16]=2[N:17]=1 |f:1.2|. Conditions: time 1 hour. Isolated yield 90.0%. Procedure details: In a sulfonation flask, 2.8 g (0.02 mol) of 2,2-dichlorocyclopropanmethanol are added to 40 ml of absolute tetrahydrofurane and under stirring 0.6 g (0.015 mol) NaH-dispersion is carefully added. After stirring for 1 hour at room temperature, a solution of 2.4 g (0.01 mol) 2-methylsulfanyl-3-propyl-3H-thieno[2.3-d]pyrimidin-4-one in 20 ml tetrahydrofurane was added within 2 minutes. After stirring for 4 hours at room temperature the solvent is removed in a water-jet vacuum and the residue is tak... Reactants: ClC1(C(C1)CO)Cl (2,2-dichlorocyclopropanmethanol), CSC=1N(C(C2=C(N1)SC=C2)=O)CCC (2-methylsulfanyl-3-propyl-3H-thieno[2.3-d]pyrimidin-4-one), [H-].[Na+] (NaH). Yields the product ClC1(C(C1)COC=1N(C(C2=C(N1)SC=C2)=O)CCC)Cl (2-(2,2-dichloro-cyclopropylmethoxy)-3-propyl-3H-thieno[2.3-d]pyrimidin-4-one). The reactants are CCCCCCNCc1ccc(C#Cc2ccc(CCCC)cc2)cc1, ClCCCl, CC1(C)OC(=O)c2cc(C(=O)O)ccc2O1, CCN(C(C)C)C(C)C, ClCCl, Cl, On1nnc2ccccc21. Yields the product CCCCCCN(Cc1ccc(C#Cc2ccc(CCCC)cc2)cc1)C(=O)c1ccc2c(c1)C(=O)OC(C)(C)O2. Reaction SMILES: [CH2:1]([CH2:2][CH2:3][CH3:4])[c:5]1[cH:6][cH:7][c:8]([C:11]#[C:12][c:13]2[cH:14][cH:15][c:16]([CH2:17][NH:18][CH2:19][CH2:20][CH2:21][CH2:22][CH2:23][CH3:24])[cH:25][cH:26]2)[cH:9][cH:10]1.[CH2:43]([Cl:44])[CH2:45][Cl:46].[CH3:27][C:28]1([CH3:42])[O:29][C:30](=[O:41])[c:31]2[c:32]([cH:34][cH:35][c:36]([C:38](=[O:39])[OH:40])[cH:37]2)[O:33]1.[CH:58]([N:59]([CH2:60][CH3:61])[CH:62]([CH3:63])[CH3:64])([CH3:65])[CH3:66].[Cl:67][CH2:68][Cl:69].[ClH:47].[OH:48][n:49]1[c:50]2[c:51]([cH:52][cH:53][cH:54][cH:55]2)[n:56][n:57]1>>[CH2:1]([CH2:2][CH2:3][CH3:4])[c:5]1[cH:6][cH:7][c:8]([C:11]#[C:12][c:13]2[cH:14][cH:15][c:16]([CH2:17][N:18]([CH2:19][CH2:20][CH2:21][CH2:22][CH2:23][CH3:24])[C:38]([c:36]3[cH:35][cH:34][c:32]4[c:31]([cH:37]3)[C:30](=[O:41])[O:29][C:28]([CH3:27])([CH3:42])[O:33]4)=[O:40])[cH:25][cH:26]2)[cH:9][cH:10]1. Starting materials: C1=C(C=CC2=CC=CC=C12)CCOCCC(=O)OC(C)(C)C (tert-Butyl 3-[2-(2-naphthyl)ethoxy]propanoate), FC(C(=O)O)(F)F (trifluoroacetic acid). The solvent is C(Cl)Cl (DCM). Conditions: time 1 hour. Product: C1=C(C=CC2=CC=CC=C12)CCOCCC(=O)O (3-[2-(2-Naphthyl)ethoxy]propanoic Acid). Yield: 90.7%. As a reaction SMILES: [CH:1]1[C:10]2[C:5](=[CH:6][CH:7]=[CH:8][CH:9]=2)[CH:4]=[CH:3][C:2]=1[CH2:11][CH2:12][O:13][CH2:14][CH2:15][C:16]([O:18]C(C)(C)C)=[O:17].FC(F)(F)C(O)=O>C(Cl)Cl>[CH:1]1[C:10]2[C:5](=[CH:6][CH:7]=[CH:8][CH:9]=2)[CH:4]=[CH:3][C:2]=1[CH2:11][CH2:12][O:13][CH2:14][CH2:15][C:16]([OH:18])=[O:17]. Reported procedure: tert-Butyl 3-[2-(2-naphthyl)ethoxy]propanoate (Example 32a) (4.96 g) was dissolved in DCM (25 ml), and trifluoroacetic acid (25.5 ml) added. The mixture was stirred for 1 hour. The solvents were removed in vacuo, and the residue taken up in ether. The ether was washed with saturated bicarbonate solution (×3) and the aqueous layer was acidified with 2N HCl, then extracted with ether (×3), dried over magnesium sulfate, filtered and evaporated to give the sub-titled compound (3.66 g). The reactants are ClCC=1C=C(C(=O)NC=2SC3=C(C2C(=O)NC2=CC=C(C=C2)N(CC)CC)CCCC3)C=CC1 (2-{[3-(chloromethyl)benzoyl]amino}-N-[4-(diethylamino)phenyl]-4,5,6,7-tetrahydro-1-benzothiophene-3-carboxamide), C1(CC1)NC1CCN(CC1)C(C)=O (1-[4-(cyclopropylamino)piperidin-1-yl]ethanone). Product: C(C)(=O)N1CCC(CC1)N(C1CC1)CC=1C=C(C(=O)NC=2SC3=C(C2C(=O)NC2=CC=C(C=C2)N(CC)CC)CCCC3)C=CC1 (2-[(3-{[(1-acetylpiperidin-4-yl)(cyclopropyl)amino]methyl}benzoyl)amino]-N-[4-(diethylamino)phenyl]-4,5,6,7-tetrahydro-1-benzothiophene-3-carboxamide). Isolated yield 77.7%. RXN SMILES: Cl[CH2:2][C:3]1[CH:4]=[C:5]([CH:32]=[CH:33][CH:34]=1)[C:6]([NH:8][C:9]1[S:10][C:11]2[CH2:31][CH2:30][CH2:29][CH2:28][C:12]=2[C:13]=1[C:14]([NH:16][C:17]1[CH:22]=[CH:21][C:20]([N:23]([CH2:26][CH3:27])[CH2:24][CH3:25])=[CH:19][CH:18]=1)=[O:15])=[O:7].[CH:35]1([NH:38][CH:39]2[CH2:44][CH2:43][N:42]([C:45](=[O:47])[CH3:46])[CH2:41][CH2:40]2)[CH2:37][CH2:36]1>>[C:45]([N:42]1[CH2:41][CH2:40][CH:39]([N:38]([CH2:2][C:3]2[CH:4]=[C:5]([CH:32]=[CH:33][CH:34]=2)[C:6]([NH:8][C:9]2[S:10][C:11]3[CH2:31][CH2:30][CH2:29][CH2:28][C:12]=3[C:13]=2[C:14]([NH:16][C:17]2[CH:22]=[CH:21][C:20]([N:23]([CH2:26][CH3:27])[CH2:24][CH3:25])=[CH:19][CH:18]=2)=[O:15])=[O:7])[CH:35]2[CH2:37][CH2:36]2)[CH2:44][CH2:43]1)(=[O:47])[CH3:46]. Reported procedure: By using 5.34 g of 2-{[3-(chloromethyl)benzoyl]amino}-N-[4-(diethylamino)phenyl]-4,5,6,7-tetrahydro-1-benzothiophene-3-carboxamide and 13.1 g of 1-[4-(cyclopropylamino)piperidin-1-yl]ethanone as starting materials, a reaction was performed under the conditions similar to Preparation Example 29, thereby obtaining 5.37 g of 2-[(3-{[(1-acetylpiperidin-4-yl)(cyclopropyl)amino]methyl}benzoyl)amino]-N-[4-(diethylamino)phenyl]-4,5,6,7-tetrahydro-1-benzothiophene-3-carboxamide. Reactants: N(N)C1=NC=CN=C1 (hydrazino pyrazine), FC1=CC=C(C=C1)C(CC(C(C)C)=O)=O (1-(4-fluorophenyl)-4-methyl-l,3-pentanedione). Solvent: C(C)(=O)O (acetic acid). Product: FC1=CC=C(C=C1)C1=CC(=NN1C1=NC=CN=C1)C(C)C (2-[5-(4-Fluorophenyl)-3-(1-methylethyl)-1H-pyrazol-1-yl]pyrazine). Isolated yield 62.1%. As a reaction SMILES: [NH:1]([C:3]1[CH:8]=[N:7][CH:6]=[CH:5][N:4]=1)[NH2:2].[F:9][C:10]1[CH:15]=[CH:14][C:13]([C:16](=O)[CH2:17][C:18](=O)[CH:19]([CH3:21])[CH3:20])=[CH:12][CH:11]=1>C(O)(=O)C>[F:9][C:10]1[CH:15]=[CH:14][C:13]([C:16]2[N:1]([C:3]3[CH:8]=[N:7][CH:6]=[CH:5][N:4]=3)[N:2]=[C:18]([CH:19]([CH3:21])[CH3:20])[CH:17]=2)=[CH:12][CH:11]=1. Procedure: The hydrazino pyrazine (20.20 g, 183 mmol, prepared as in J. Orq. Chem., 27, 3243 (1962)) was added in portions to the 1,3-diketone (34.7 g, 167 mmol, prepared in Example 1, Step A) in glacial acetic acid (400 mL). The reaction was refluxed for 2 hours, concentrated, and partitioned between EtOAc and K2CO3 (aq). The organics were dried (MgSO4) and evaporated to give a brown solid. Recrystallization from hexanes afforded 29.27 g (62%) of a cream colored solid. Starting materials: CN(C(N(C)C)=N)C (Tetramethylguanidine), C(=O)O (formic acid). The solvent is CCOCC (ether), CCOCC (ether). Yields the product C(=O)[O-].CN(C(N(C)C)=[NH2+])C (Tetramethylguanidinium formate). RXN SMILES: [CH3:1][N:2]([CH3:8])[C:3](=[NH:7])[N:4]([CH3:6])[CH3:5].[CH:9]([OH:11])=[O:10]>CCOCC>[CH:9]([O-:11])=[O:10].[CH3:1][N:2]([CH3:8])[C:3](=[NH2+:7])[N:4]([CH3:6])[CH3:5] |f:3.4|. Procedure details: Tetramethylguanidine (22 g., 0.19 mole) was dissolved in anhydrous ether (100 ml.) and to this solution at 0° was added a solution of anhydrous formic acid (7.1 ml., 0.198 mole) in anhydrous ether (40 ml.). The resulting salt crystallized. It was collected, washed with ether, dried in high vacuum and recrystallized from chloroform-ether. Starting materials: C(N)(=O)C1NC2=CC=CC=C2C1 (2-carbamoylindoline), [OH-].[Na+] (NaOH), [H-].[H-].[H-].[H-].[Li+].[Al+3] (LiAlH4), [H-].[H-].[H-].[H-].[Li+].[Al+3] (LiAlH4). Run in C1CCOC1 (THF), C1CCOC1 (THF), C1CCOC1 (THF). Conditions: time 6 hour. Product: NCC1NC2=CC=CC=C2C1 (2-aminomethylindoline). The yield is 89.4%. Reaction SMILES: [H-].[H-].[H-].[H-].[Li+].[Al+3].[C:7]([CH:10]1[CH2:18][C:17]2[C:12](=[CH:13][CH:14]=[CH:15][CH:16]=2)[NH:11]1)(=O)[NH2:8].[OH-].[Na+]>C1COCC1>[NH2:8][CH2:7][CH:10]1[CH2:18][C:17]2[C:12](=[CH:13][CH:14]=[CH:15][CH:16]=2)[NH:11]1 |f:0.1.2.3.4.5,7.8|. Reported procedure: To a suspension of LiAlH4 (6.0 g, 0.157 mol) in THF (200 mL) was added dropwise a suspension of 2-carbamoylindoline (17.0 g, 0.105 mol) in THF (700 mL) over 50 min. The mixture was refluxed for 5 h and then LiAlH4 (6.0 g) was added further. The reflux was continued additionally for 6 h and the mixture was treated with 10% aqueous THF after being cooled with ice bath. Aqueous 1N NaOH was added and the mixture was extracted with a mixture of diethyl ether and THF. The organic layer was washed with...